Dataset: the Open Reaction Database (ORD), a public repository of structured organic reaction records. Task: describe an organic reaction: reactants, conditions, products, and yield The reactants are FC1=C(C=C(C=C1)C)NC1=C(C=NC=2N1N=CC2C(=O)O)C(=O)N2CCC(CC2)C2=CC=C(C=C2)OC (7-(2-Fluoro-5-methylphenylamino)-6-[4-(4-methoxyphenyl)piperidine-1-carbonyl]pyrazolo[1,5-a]pyrimidine-3-carboxylic acid), C(C)S(=O)(=O)N (ethanesulfonamide). Product: FC1=C(C=C(C=C1)C)NC1=C(C=NC=2N1N=CC2C(=O)NS(=O)(=O)CC)C(=O)N2CCC(CC2)C2=CC=C(C=C2)OC (N-{7-(2-Fluoro-5-methylphenylamino)-6-[4-(4- methoxyphenyl)piperidine-1-carbonyl]pyrazolo[1,5-a]pyrimidine-3-carbonyl}ethanesulfonamide). Isolated yield 75.7%. RXN SMILES: [F:1][C:2]1[CH:7]=[CH:6][C:5]([CH3:8])=[CH:4][C:3]=1[NH:9][C:10]1[N:15]2[N:16]=[CH:17][C:18]([C:19](O)=[O:20])=[C:14]2[N:13]=[CH:12][C:11]=1[C:22]([N:24]1[CH2:29][CH2:28][CH:27]([C:30]2[CH:35]=[CH:34][C:33]([O:36][CH3:37])=[CH:32][CH:31]=2)[CH2:26][CH2:25]1)=[O:23].[CH2:38]([S:40]([NH2:43])(=[O:42])=[O:41])[CH3:39]>>[F:1][C:2]1[CH:7]=[CH:6][C:5]([CH3:8])=[CH:4][C:3]=1[NH:9][C:10]1[N:15]2[N:16]=[CH:17][C:18]([C:19]([NH:43][S:40]([CH2:38][CH3:39])(=[O:42])=[O:41])=[O:20])=[C:14]2[N:13]=[CH:12][C:11]=1[C:22]([N:24]1[CH2:25][CH2:26][CH:27]([C:30]2[CH:35]=[CH:34][C:33]([O:36][CH3:37])=[CH:32][CH:31]=2)[CH2:28][CH2:29]1)=[O:23]. Reported procedure: In the same manner as in Example 1, step 6 and using 7-(2-fluoro-5-methylphenylamino)-6-[4-(4-methoxyphenyl)piperidine-1-carbonyl]pyrazolo[1,5-a]pyrimidine-3-carboxylic acid (0.3 g, 0.60 mmol) obtained in step 2 and ethanesulfonamide (0.31 g, 2.98 mmol), the title compound (0.27 g, 75%) was obtained.